This data is from the Open Reaction Database (ORD), a public repository of structured organic reaction records. The task is: describe an organic reaction: reactants, conditions, products, and yield Starting materials: NC=1C=C(C=CC1)C(C)=O (m-aminoacetophenone), C(C)(C)N(CC)C(C)C (diisopropylethylamine), C(C)OC(=O)Cl (ethylchloroformate). Run in ClCCl (dichloromethane). Product: C(C)(=O)C=1C=C(C=CC1)NC(OCC)=O ((3-acetylphenyl)carbamic acid, ethyl ester). Yield: 91.5%. RXN SMILES: [NH2:1][C:2]1[CH:3]=[C:4]([C:8](=[O:10])[CH3:9])[CH:5]=[CH:6][CH:7]=1.C(N(C(C)C)CC)(C)C.[CH2:20]([O:22][C:23](Cl)=[O:24])[CH3:21]>ClCCl>[C:8]([C:4]1[CH:3]=[C:2]([NH:1][C:23](=[O:24])[O:22][CH2:20][CH3:21])[CH:7]=[CH:6][CH:5]=1)(=[O:10])[CH3:9]. Procedure: A mixture of 27.03 g of m-aminoacetophenone, 27.14 g of diisopropylethylamine, 22.8 g of ethylchloroformate and 300 ml of dichloromethane was reacted as described in Example 1, giving 37.9 g of (3-acetylphenyl)carbamic acid, ethyl ester. The product is CC1=CC2=C(O\C(\C(/C(/O2)=C/C2=CC=C(C=C2)OC2=CC=CC=C2)=O)=C/C2=CC=C(C=C2)OC2=CC=CC=C2)C=C1 (7-methyl-2,4-bis[1-(4-phenoxyphenyl)meth-(Z)-ylidene]benzo[b]-1,4-dioxepin-3-one). Reported procedure: Calone is reacted with 4-phenoxybenzaldehyde analogously to the reaction conditions of Example 1, giving 7-methyl-2,4-bis[1-(4-phenoxyphenyl)meth-(Z)-ylidene]benzo[b]-1,4-dioxepin-3-one. Starting materials: CC1=CC2=C(C=C1)OCC(=O)CO2 (Calone), O(C1=CC=CC=C1)C1=CC=C(C=O)C=C1 (4-phenoxybenzaldehyde). As a reaction SMILES: [CH3:1][C:2]1[CH:7]=[CH:6][C:5]2[O:8][CH2:9][C:10]([CH2:12][O:13][C:4]=2[CH:3]=1)=[O:11].[O:14]([C:21]1[CH:28]=[CH:27][C:24]([CH:25]=O)=[CH:23][CH:22]=1)[C:15]1[CH:20]=[CH:19][CH:18]=[CH:17][CH:16]=1>>[CH3:1][C:2]1[CH:7]=[CH:6][C:5]2[O:8]/[C:9](=[CH:25]\[C:24]3[CH:27]=[CH:28][C:21]([O:14][C:15]4[CH:16]=[CH:17][CH:18]=[CH:19][CH:20]=4)=[CH:22][CH:23]=3)/[C:10](=[O:11])/[C:12](=[CH:25]/[C:24]3[CH:27]=[CH:28][C:21]([O:14][C:15]4[CH:20]=[CH:19][CH:18]=[CH:17][CH:16]=4)=[CH:22][CH:23]=3)/[O:13][C:4]=2[CH:3]=1.